This data is from the Open Reaction Database (ORD), a public repository of structured organic reaction records. The task is: describe an organic reaction: reactants, conditions, products, and yield The reactants are CN(C)C=O, Cl, CNC(=O)c1cccc(C)c1N, [Na+], [Na+], [Na+], [OH-], O, OO, O=S([O-])[O-]. The product is CNC(=O)c1cc(Cl)cc(C)c1N. As a reaction SMILES: [CH3:25][N:26]([CH3:27])[CH:28]=[O:29].[ClH:13].[NH2:1][c:2]1[c:3]([C:4](=[O:5])[NH:6][CH3:7])[cH:8][cH:9][cH:10][c:11]1[CH3:12].[Na+:20].[Na+:21].[Na+:23].[OH-:22].[OH2:24].[OH:14][OH:15].[S:16]([O-:17])([O-:18])=[O:19]>>[NH2:1][c:2]1[c:3]([C:4](=[O:5])[NH:6][CH3:7])[cH:8][c:9]([Cl:13])[cH:10][c:11]1[CH3:12]. Reactants: C(C1=CC=CC=C1)P(=O)(CC1=CC=CC=C1)N[C@@H](C)C(=O)N1[C@H](C(=O)O)CCC1 (Dibenzylphosphoryl-L-alanyl-L-proline), CCN=C=NCCCN(C)C (WSC), C=1C=CC2=C(C1)N=NN2O (HOBt), Cl.C(C)OC([C@@H](N)CC1=CC=C(C=C1)O)=O (L-tyrosine ethylester hydrochloride). The solvent is CN(C)C=O (DMF), C(C)(=O)OCC (ethyl acetate). Reaction conditions: temperature -15 celsius, time 3 hour. Yields the product C(C)OC([C@@H](NC([C@H]1N(CCC1)C([C@@H](NP(=O)(CC1=CC=CC=C1)CC1=CC=CC=C1)C)=O)=O)CC1=CC=C(C=C1)O)=O (dibenzylphosphoryl-L-alanyl-L-prolyl-L-tyrosine ethylester). The yield is 79.8%. RXN SMILES: [CH2:1]([P:8]([NH:17][C@H:18]([C:20]([N:22]1[CH2:29][CH2:28][CH2:27][C@H:23]1[C:24](O)=[O:25])=[O:21])[CH3:19])([CH2:10][C:11]1[CH:16]=[CH:15][CH:14]=[CH:13][CH:12]=1)=[O:9])[C:2]1[CH:7]=[CH:6][CH:5]=[CH:4][CH:3]=1.C1C=CC2N(O)N=NC=2C=1.Cl.[CH2:41]([O:43][C:44](=[O:55])[C@H:45]([CH2:47][C:48]1[CH:53]=[CH:52][C:51]([OH:54])=[CH:50][CH:49]=1)[NH2:46])[CH3:42].CCN=C=NCCCN(C)C>CN(C=O)C.C(OCC)(=O)C>[CH2:41]([O:43][C:44](=[O:55])[C@H:45]([CH2:47][C:48]1[CH:49]=[CH:50][C:51]([OH:54])=[CH:52][CH:53]=1)[NH:46][C:24](=[O:25])[C@@H:23]1[CH2:27][CH2:28][CH2:29][N:22]1[C:20](=[O:21])[C@H:18]([CH3:19])[NH:17][P:8]([CH2:1][C:2]1[CH:3]=[CH:4][CH:5]=[CH:6][CH:7]=1)([CH2:10][C:11]1[CH:12]=[CH:13][CH:14]=[CH:15][CH:16]=1)=[O:9])[CH3:42] |f:2.3|. Reported procedure: Dibenzylphosphoryl-L-alanyl-L-proline (1.2 g, 2.5 m mole), HOBt (338 mg, 2.5 m mole) and L-tyrosine ethylester hydrochloride (737 mg, 3 m mole) was suspended in DMF (10 ml), and WSC (0.5 ml) was added gradually thereto while cooling to -15° C. and stirring. The reaction was carried out for 3 hours under cooling and then overnight at room temperature. To the reaction solution ethyl acetate (100 ml) was added, and the mixture was washed with 1N hydrochloric acid and water in order, and dried with ... The reactants are [OH-].[Na+] (NaOH), C(C)(=O)OC(C)=O (Acetic anhydride), N1(CCNCC1)CC1=C2CC[C@H](C2=CC=C1C(F)(F)F)OC1=CC2=C([C@@H](CO2)CC(=O)O)C=C1 ({(S)-6-[(R)-4-piperazin-1-ylmethyl-5-trifluoromethyl-indan-1-yloxy]-2,3-dihydro-benzofuran-3-yl}-acetic acid), C(C)(C)N(C(C)C)CC (N,N-diisopropyl-ethylamine), Cl (HCl). The solvent is C(C)#N (acetonitrile), O (Water). Conditions: time 1.5 hour. The product is C(C)(=O)N1CCN(CC1)CC1=C2CC[C@H](C2=CC=C1C(F)(F)F)OC1=CC2=C([C@@H](CO2)CC(=O)O)C=C1 ({(S)-6-[(R)-4-(4-Acetyl-piperazin-1-ylmethyl)-5-trifluoromethyl-indan-1-yloxy]-2,3-dihydro-benzofuran-3-yl}-acetic acid). As a reaction SMILES: [C:1](OC(=O)C)(=[O:3])[CH3:2].[N:8]1([CH2:14][C:15]2[C:23]([C:24]([F:27])([F:26])[F:25])=[CH:22][CH:21]=[C:20]3[C:16]=2[CH2:17][CH2:18][C@H:19]3[O:28][C:29]2[CH:41]=[CH:40][C:32]3[C@H:33]([CH2:36][C:37]([OH:39])=[O:38])[CH2:34][O:35][C:31]=3[CH:30]=2)[CH2:13][CH2:12][NH:11][CH2:10][CH2:9]1.C(N(CC)C(C)C)(C)C.[OH-].[Na+].Cl>C(#N)C.O>[C:1]([N:11]1[CH2:12][CH2:13][N:8]([CH2:14][C:15]2[C:23]([C:24]([F:26])([F:25])[F:27])=[CH:22][CH:21]=[C:20]3[C:16]=2[CH2:17][CH2:18][C@H:19]3[O:28][C:29]2[CH:41]=[CH:40][C:32]3[C@H:33]([CH2:36][C:37]([OH:39])=[O:38])[CH2:34][O:35][C:31]=3[CH:30]=2)[CH2:9][CH2:10]1)(=[O:3])[CH3:2] |f:3.4|. Reported procedure: Acetic anhydride (0.03 mL) is added to a solution of {(S)-6-[(R)-4-piperazin-1-ylmethyl-5-trifluoromethyl-indan-1-yloxy]-2,3-dihydro-benzofuran-3-yl}-acetic acid (0.22 g) and N,N-diisopropyl-ethylamine (0.11 mL) in acetonitrile (5 mL) at room temperature. The solution is stirred at room temperature for 1.5 h. 4 M aqueous NaOH solution (0.1 mL) is added and the solution is stirred for another 30 min. Water is added and the resulting solution is acidified with 4 M HCl solution (pH ca. 3-4). The re...